From a dataset of the Open Reaction Database (ORD), a public repository of structured organic reaction records. describe an organic reaction: reactants, conditions, products, and yield Starting materials: CON (methoxyamine), O (water), amine, Products 53(4), FC=1C=C(CNC(NC=2SC=C(N2)CN(C)OC)=O)C=CC1 (2-(3-(3-fluorobenzyl)ureido)-4-(N-methoxy-N-methyl-aminomethyl)-thiazole). The reagents and catalysts are [Zn] (Zinc), [Zn] (zinc). Run in CC(=O)O (HOAc). Conditions: time 9 hour. Yields the product FC=1C=C(CNC(=O)NC=2SC=C(N2)CNC)C=CC1 (1-(3-Fluorobenzyl)-3-(4-((methylamino)methyl)thiazol-2-yl) urea). Isolated yield 89.6%. RXN SMILES: CON.[F:4][C:5]1[CH:6]=[C:7]([CH:23]=[CH:24][CH:25]=1)[CH2:8][NH:9][C:10](=[O:22])[NH:11][C:12]1[S:13][CH:14]=[C:15]([CH2:17][N:18](OC)[CH3:19])[N:16]=1.O>CC(O)=O.[Zn]>[F:4][C:5]1[CH:6]=[C:7]([CH:23]=[CH:24][CH:25]=1)[CH2:8][NH:9][C:10]([NH:11][C:12]1[S:13][CH:14]=[C:15]([CH2:17][NH:18][CH3:19])[N:16]=1)=[O:22]. Procedure details: Zinc Reduction of methoxyamine to amine (J. Natural Products 53(4), 995-999 (1990)). A solution of 2-(3-(3-fluorobenzyl)ureido)-4-(N-methoxy-N-methyl-aminomethyl)-thiazole (10.1 g, 31.1 mmol) in glacial HOAc (140 mL) was treated with micronized zinc dust (50 g) and the mixture was heated to 60-65 C with vigorous agitation. The reduction was complete in 2-16 hours and water (140 mL) was added. The mixture was filtered on Celite, the filter cake was reslurried in 1:1 HOAC:water (150 mL) and refilt...